The task is: describe an organic reaction: reactants, conditions, products, and yield. This data is from the Open Reaction Database (ORD), a public repository of structured organic reaction records. Starting materials: CCOC(=O)c1cc(CC)n(C)n1, CCO, [Na+], [OH-], O. Product: CCc1cc(C(=O)O)nn1C. Reaction SMILES: [CH2:1]([CH3:2])[c:3]1[cH:4][c:5]([C:9](=[O:10])[O:11][CH2:12][CH3:13])[n:6][n:7]1[CH3:8].[CH3:16][CH2:17][OH:18].[Na+:15].[OH-:14].[OH2:19]>>[CH2:1]([CH3:2])[c:3]1[cH:4][c:5]([C:9](=[O:10])[OH:11])[n:6][n:7]1[CH3:8]. The reactants are C=CC1=CC=CC=C1 (styrene), C=CC1=CC=CC=C1 (styrene), C(CCC)[Li] (n-butyl lithium), C=CC=C (1,3-butadiene), C[Si](C)(C)Cl (trimethylsilylchloride). Solvent: C1CCCCC1 (cyclohexane), O1CCCC1 (tetrahydrofuran). The product is C=CC1=CC=CC=C1.C=CC=C.C=CC1=CC=CC=C1 (styrene-butadiene-styrene). Reaction SMILES: [CH2:1]=[CH:2][C:3]1[CH:8]=[CH:7][CH:6]=[CH:5][CH:4]=1.[CH2:9]([Li])[CH2:10][CH2:11][CH3:12].C=CC=C.C[Si](Cl)(C)C>O1CCCC1.C1CCCCC1>[CH2:1]=[CH:2][C:3]1[CH:8]=[CH:7][CH:6]=[CH:5][CH:4]=1.[CH2:9]=[CH:10][CH:11]=[CH2:12].[CH2:1]=[CH:2][C:3]1[CH:8]=[CH:7][CH:6]=[CH:5][CH:4]=1 |f:6.7.8|. Procedure details: 4800 g of cyclohexane was placed in a 10 l autoclave reactor, followed by the addition of 11 g of tetrahydrofuran, 124 g of styrene monomer and 16 mmol of n-butyl lithium for 30-minute polymerization. Then, 552 g of 1,3-butadiene monomer were added to the reactor for another polymerization for 1 hour. Also, 124 g of styrene monomer was added for further polymerization for 30 minutes, followed by the addition of 1.7 g of trimethylsilylchloride to inactivate the terminal of polymer. Thus, a styren...